From a dataset of the Open Reaction Database (ORD), a public repository of structured organic reaction records. describe an organic reaction: reactants, conditions, products, and yield Reactants: solution, B (borane), C1CCOC1 (THF), CC1=C(CO)C=CC(=C1)C (2,4 -dimethylbenzyl alcohol), C1CCOC1 (THF). Reaction conditions: time 8 hour. The product is CC1=C(CCO)C=CC(=C1)C (2,4-Dimethylphenethyl alcohol). As a reaction SMILES: [CH3:1][C:2]1[CH:9]=[C:8]([CH3:10])[CH:7]=[CH:6][C:3]=1[CH2:4]O.B.C1C[O:15][CH2:14]C1>>[CH3:1][C:2]1[CH:9]=[C:8]([CH3:10])[CH:7]=[CH:6][C:3]=1[CH2:4][CH2:14][OH:15]. Procedure details: A solution of carboxylic acid 9 (3.40 g; 17.87 mmol) in THF (100 ml) was cooled to 0° C. and treated with 35 ml of a 1.0M solution of borane in THF. After stirring this mixture overnight it was quenched with 1N HCl and the product was extracted into ethyl acetate. The ethyl acetate layer was washed with water, dried (MgSO4) and freed of solvent. The crude product was filtered through a plug of silica gel eluting with 20% ethyl acetate in hexane to obtain 2.75 g (quantitative yield) of the produc...